From a dataset of the Open Reaction Database (ORD), a public repository of structured organic reaction records. describe an organic reaction: reactants, conditions, products, and yield Starting materials: NC1=C(C(=O)NC2CC2)C=CC=C1 (2-amino-N-cyclopropyl-benzamide), KHCO3, COC(=O)Cl (methylchloroformate). Run in O (water). Run at time 12 hour. Product: COC(NC1=C(C=CC=C1)C(NC1CC1)=O)=O ((2-cyclopropylcarbamoyl-phenyl)-carbamic acid methyl ester). The yield is 99.7%. RXN SMILES: [NH2:1][C:2]1[CH:13]=[CH:12][CH:11]=[CH:10][C:3]=1[C:4]([NH:6][CH:7]1[CH2:9][CH2:8]1)=[O:5].[CH3:14][O:15][C:16](Cl)=[O:17]>O>[CH3:14][O:15][C:16](=[O:17])[NH:1][C:2]1[CH:13]=[CH:12][CH:11]=[CH:10][C:3]=1[C:4](=[O:5])[NH:6][CH:7]1[CH2:8][CH2:9]1. Procedure: To a slurry of 2-amino-N-cyclopropyl-benzamide (6.7 g, 38.1 mmol) in water was added KHCO3 (9.5 g, 95.1 mmol) followed by careful addition of methylchloroformate (5.88 ml, 76.2 mmol). The mixture was stirred for 12 h then the aqueous layer was extracted with EtOAc. The EtOAc extract was washed with 1N HCl then dried over MgSO4 and concentrated to give 8.9 g (99%) of (2-cyclopropylcarbamoyl-phenyl)-carbamic acid methyl ester. Starting materials: Cc1ccccc1C, Cl[Al](Cl)Cl, ClP(Cl)Cl. Yields the product Cc1ccc(P(Cl)Cl)cc1C. As a reaction SMILES: [CH3:9][c:10]1[cH:11][cH:12][cH:13][cH:14][c:15]1[CH3:16].[Cl:1][Al:2]([Cl:3])[Cl:4].[Cl:5][P:6]([Cl:7])[Cl:8]>>[Cl:5][P:6]([Cl:8])[c:12]1[cH:11][c:10]([CH3:9])[c:15]([CH3:16])[cH:14][cH:13]1. Starting materials: CC#N, NCc1ccccn1, O=C(O)CCn1cnc2c(=O)[nH]cnc21. The product is O=C(CCn1cnc2c(=O)[nH]cnc21)NCc1ccccn1. RXN SMILES: [CH3:24][C:25]#[N:26].[NH2:1][CH2:2][c:3]1[n:4][cH:5][cH:6][cH:7][cH:8]1.[O:9]=[c:10]1[c:11]2[n:12][cH:13][n:14]([CH2:19][CH2:20][C:21](=[O:22])[OH:23])[c:15]2[n:16][cH:17][nH:18]1>>[NH:1]([CH2:2][c:3]1[n:4][cH:5][cH:6][cH:7][cH:8]1)[C:21]([CH2:20][CH2:19][n:14]1[cH:13][n:12][c:11]2[c:10](=[O:9])[nH:18][cH:17][n:16][c:15]21)=[O:22]. Starting materials: CS(=O)(=O)OCC(O)COc1ccc(C#N)cc1, O=C([O-])[O-], CCCSCCCNCC, CC#N, [K+], [K+]. Yields the product CCCSCCCN(CC)CC(O)COc1ccc(C#N)cc1. As a reaction SMILES: [C:1](#[N:2])[c:3]1[cH:4][cH:5][c:6]([O:7][CH2:8][CH:9]([CH2:10][O:11][S:12]([CH3:13])(=[O:14])=[O:15])[OH:16])[cH:17][cH:18]1.[C:29](=[O:30])([O-:31])[O-:32].[CH2:19]([CH3:20])[NH:21][CH2:22][CH2:23][CH2:24][S:25][CH2:26][CH2:27][CH3:28].[CH3:35][C:36]#[N:37].[K+:33].[K+:34]>>[C:1](#[N:2])[c:3]1[cH:4][cH:5][c:6]([O:7][CH2:8][CH:9]([CH2:10][N:21]([CH2:19][CH3:20])[CH2:22][CH2:23][CH2:24][S:25][CH2:26][CH2:27][CH3:28])[OH:16])[cH:17][cH:18]1. Reactants: [Na].OC1=CC=C(C=C1)C(C(=O)OCC)(C1=NC=CC=C1)C1=CC=C(C=C1)OS(=O)(=O)O (ethyl α-(4-hydroxyphenyl)-α-(4-sulphoxyphenyl)-2-pyridine-acetate sodium salt), C(C)(=O)OC(C)=O (acetic anhydride), C(C)(=O)[O-].[Na+] (sodium acetate). Conditions: time 1 hour. Product: [Na].C(C)(=O)OC1=CC=C(C=C1)C(C(=O)OCC)(C1=NC=CC=C1)C1=CC=C(C=C1)OS(=O)(=O)O (ethyl α-(4-acetoxyphenyl)α-(4-sulphoxyphenyl)-2-pyridine-acetate sodium salt). RXN SMILES: [Na:1].[OH:2][C:3]1[CH:8]=[CH:7][C:6]([C:9]([C:21]2[CH:26]=[CH:25][C:24]([O:27][S:28]([OH:31])(=[O:30])=[O:29])=[CH:23][CH:22]=2)([C:15]2[CH:20]=[CH:19][CH:18]=[CH:17][N:16]=2)[C:10]([O:12][CH2:13][CH3:14])=[O:11])=[CH:5][CH:4]=1.[C:32](OC(=O)C)(=[O:34])[CH3:33].C([O-])(=O)C.[Na+]>>[Na:1].[C:32]([O:2][C:3]1[CH:4]=[CH:5][C:6]([C:9]([C:21]2[CH:26]=[CH:25][C:24]([O:27][S:28]([OH:31])(=[O:30])=[O:29])=[CH:23][CH:22]=2)([C:15]2[CH:20]=[CH:19][CH:18]=[CH:17][N:16]=2)[C:10]([O:12][CH2:13][CH3:14])=[O:11])=[CH:7][CH:8]=1)(=[O:34])[CH3:33] |f:0.1,3.4,5.6,^1:0,43|. Procedure details: 15 g. of the above-described ethyl α-(4-hydroxyphenyl)-α-(4-sulphoxyphenyl)-2-pyridine-acetate sodium salt were treated with 75 ml. acetic anhydride and 15 g. anhydrous sodium acetate for 18 hours at ambient temperature and then heated and stirred for 1 hour. The reaction mixture was filtered and the solution treated with excess diethyl ether to give an abundant precipitate. The product was filtered off and purified with ethanol-ether to give the desired ethyl α-(4-acetoxyphenyl)α-(4-sulphoxyphe... The reactants are C1(=CC=CC=C1)C=1SC=C(N1)C(=O)O (2-phenyl-1,3-thiazole-4-carboxylic acid), C1CCOC1 (THF), [Li]CCCC (n-BuLi), BrBr (Br2). The solvent is C1CCCCC1 (cyclohexane). Run at time 3 hour. Product: BrC1=C(N=C(S1)C1=CC=CC=C1)C(=O)O (5-Bromo-2-phenyl-thiazole-4-carboxylic acid). RXN SMILES: [C:1]1([C:7]2[S:8][CH:9]=[C:10]([C:12]([OH:14])=[O:13])[N:11]=2)[CH:6]=[CH:5][CH:4]=[CH:3][CH:2]=1.C1COCC1.[Li]CCCC.[Br:25]Br>C1CCCCC1>[Br:25][C:9]1[S:8][C:7]([C:1]2[CH:2]=[CH:3][CH:4]=[CH:5][CH:6]=2)=[N:11][C:10]=1[C:12]([OH:14])=[O:13]. Procedure details: To a solution of 2-phenyl-1,3-thiazole-4-carboxylic acid (3.2 g) in abs. THF (190 mL) was added at 78° C. over 10 min n-BuLi (25 mL, 1.6M in hexanes). After addition, Br2 (1.3 mL) in cyclohexane (7.4 mL) was added over 10 min. The reaction mixture was allowed to warm up to RT and was stirred at this temperature for 3 h. The reaction mixture was then cooled to 0° C., carefully quenched with HCl (1M, 32 mL) and extracted with EtOAc (2×). The combined org. phases were washed with aq. sodium thiosul... The reactants are CCC(C1C(CC(C(O1)C(C)C(C(C)C(=O)C(CC)C2C(CC(C3(O2)C=CCC4(O3)CCC(O4)(C)C5CCC(C(O5)C)(CC)O)C)C)O)C)C)C(=O)[O-].[Na+] (20-Deoxynarasin sodium). The solvent is C(C)(=O)OCC (ethyl acetate), O1CCOCC1 (dioxane). Yields the product CCC(C1C(CC(C(O1)C(C)C(C(C)C(=O)C(CC)C2C(CC(C3(O2)C=CCC4(O3)CCC(O4)(C)C5CCC(C(O5)C)(CC)O)C)C)O)C)C)C(=O)O (20-deoxynarasin). The yield is 71.8%. As a reaction SMILES: [CH3:1][CH2:2][CH:3]([C:51]([O-:53])=[O:52])[CH:4]1[O:9][CH:8]([CH:10]([CH:12]([OH:48])[CH:13]([C:15]([CH:17]([CH:20]2[O:25][C:24]3([O:30][C:29]4([O:34][C:33]([CH:36]5[O:41][CH:40]([CH3:42])[C:39]([OH:45])([CH2:43][CH3:44])[CH2:38][CH2:37]5)([CH3:35])[CH2:32][CH2:31]4)[CH2:28][CH:27]=[CH:26]3)[CH:23]([CH3:46])[CH2:22][CH:21]2[CH3:47])[CH2:18][CH3:19])=[O:16])[CH3:14])[CH3:11])[CH:7]([CH3:49])[CH2:6][CH:5]1[CH3:50].[Na+]>C(OCC)(=O)C.O1CCOCC1>[CH3:1][CH2:2][CH:3]([C:51]([OH:53])=[O:52])[CH:4]1[O:9][CH:8]([CH:10]([CH:12]([OH:48])[CH:13]([C:15]([CH:17]([CH:20]2[O:25][C:24]3([O:30][C:29]4([O:34][C:33]([CH:36]5[O:41][CH:40]([CH3:42])[C:39]([OH:45])([CH2:43][CH3:44])[CH2:38][CH2:37]5)([CH3:35])[CH2:32][CH2:31]4)[CH2:28][CH:27]=[CH:26]3)[CH:23]([CH3:46])[CH2:22][CH:21]2[CH3:47])[CH2:18][CH3:19])=[O:16])[CH3:14])[CH3:11])[CH:7]([CH3:49])[CH2:6][CH:5]1[CH3:50] |f:0.1|. Procedure: 20-Deoxynarasin sodium salt (200 mg) was dissolved in ethyl acetate (10 ml). This solution was washed with 0.1 N HCl (10 ml) and then twice with water (5 ml). The resulting organic layer was evaporated to dryness to give a residue which was redissolved in dioxane and lyophilized to give 139.6 mg of 20-deoxynarasin free acid as a white solid. Reactants: C(C)C1=C(C(=C(C=C1C)OC)C)C (4-ethyl-2,3,5-trimethylanisole), Br (hydrogen bromide). Run in O (Water). Product: C(C)C1=C(C(=C(C=C1C)O)C)C (4-ethyl-2,3,5-trimethylphenol). Yield: 50.1%. Reaction SMILES: [CH2:1]([C:3]1[C:8]([CH3:9])=[CH:7][C:6]([O:10]C)=[C:5]([CH3:12])[C:4]=1[CH3:13])[CH3:2].Br>O>[CH2:1]([C:3]1[C:8]([CH3:9])=[CH:7][C:6]([OH:10])=[C:5]([CH3:12])[C:4]=1[CH3:13])[CH3:2]. Procedure: To 4-ethyl-2,3,5-trimethylanisole (7.8 g) was added 47% aqueous hydrogen bromide solution and the mixture was refluxed for 17 hours. Water was added to the solution and the mixture was extracted with ethyl acetate. The organic layer was washed with aqueous sodium hydrogen carbonate, water and saturated saline and dried with anhydrous magnesium sulfate. The solvent was distilled off under reduced pressure and the residue was recrystallized from hexane to obtain 4-ethyl-2,3,5-trimethylphenol (3.6 ... Reactants: O=C([O-])O, COc1ccc(CCN)cc1OC, CCO, CSc1nc(Cl)cc(Cl)n1, [Na+], O. The product is COc1ccc(CCNc2cc(Cl)nc(SC)n2)cc1OC. RXN SMILES: [C:24](=[O:25])([OH:26])[O-:27].[CH3:11][O:12][c:13]1[cH:14][c:15]([CH2:21][CH2:22][NH2:23])[cH:16][cH:17][c:18]1[O:19][CH3:20].[CH3:29][CH2:30][OH:31].[Cl:1][c:2]1[n:3][c:4]([S:9][CH3:10])[n:5][c:6]([Cl:8])[cH:7]1.[Na+:28].[OH2:32]>>[c:2]1([NH:23][CH2:22][CH2:21][c:15]2[cH:14][c:13]([O:12][CH3:11])[c:18]([O:19][CH3:20])[cH:17][cH:16]2)[n:3][c:4]([S:9][CH3:10])[n:5][c:6]([Cl:8])[cH:7]1.